describe an organic reaction: reactants, conditions, products, and yield From a dataset of the Open Reaction Database (ORD), a public repository of structured organic reaction records. The product is CNC(=O)c1csc(-c2cc3nccc(Oc4ccc5c(C(=O)NC)c(C)n(C)c5c4)c3s2)n1. RXN SMILES: [C:36](=[O:37])([O-:38])[O-:39].[CH3:20][NH:21][C:22](=[O:23])[c:24]1[c:25]([CH3:35])[n:26]([CH3:34])[c:27]2[cH:28][c:29]([OH:33])[cH:30][cH:31][c:32]12.[Cl:1][c:2]1[c:3]2[c:4]([n:5][cH:6][cH:7]1)[cH:8][c:9](-[c:11]1[s:12][cH:13][c:14]([C:16](=[O:17])[NH:18][CH3:19])[n:15]1)[s:10]2.[Cs+:40].[Cs+:41]>>[c:2]1([O:33][c:29]2[cH:28][c:27]3[n:26]([CH3:34])[c:25]([CH3:35])[c:24]([C:22]([NH:21][CH3:20])=[O:23])[c:32]3[cH:31][cH:30]2)[c:3]2[c:4]([n:5][cH:6][cH:7]1)[cH:8][c:9](-[c:11]1[s:12][cH:13][c:14]([C:16](=[O:17])[NH:18][CH3:19])[n:15]1)[s:10]2. Starting materials: O=C([O-])[O-], CNC(=O)c1c(C)n(C)c2cc(O)ccc12, CNC(=O)c1csc(-c2cc3nccc(Cl)c3s2)n1, [Cs+], [Cs+]. The reactants are Cl (hydrochloric acid), N1=C(C=CC=C1)C(=O)OCC (Ethyl picolinate), O1C(CCCC1)O[C@H]1C[C@@H]2CC[C@H]3[C@@H]4CC[C@H](C(C)=O)[C@]4(CC([C@@H]3[C@]2(CC1)C)=O)C (3α-(tetrahydropyran-2ξ-yloxy)-5α-pregnane-11,20-dione), [H-].[Na+] (sodium hydride). Solvent: CS(=O)C (dimethyl sulphoxide), CO (methanol). Reaction conditions: time 0.5 hour. The product is N1=C(C=CC=C1)CCC([C@H]1CC[C@H]2[C@@H]3CC[C@H]4C[C@@H](CC[C@]4(C)[C@H]3C(C[C@]12C)=O)OC1OCCCC1)=O (21-picolinyl-3α-(tetrahydropyran-2ξ-yloxy)-5α-pregnane-11,20-dione). Reaction SMILES: [N:1]1[CH:6]=[CH:5][CH:4]=[CH:3][C:2]=1[C:7](OCC)=O.[O:12]1[CH2:17][CH2:16][CH2:15][CH2:14][CH:13]1[O:18][C@@H:19]1[CH2:38][CH2:37][C@@:36]2([CH3:39])[C@@H:21]([CH2:22][CH2:23][C@@H:24]3[C@@H:35]2[C:34](=[O:40])[CH2:33][C@@:32]2([CH3:41])[C@H:25]3[CH2:26][CH2:27][C@@H:28]2[C:29](=[O:31])[CH3:30])[CH2:20]1.[H-].[Na+].Cl>CS(C)=O.CO>[N:1]1[CH:6]=[CH:5][CH:4]=[CH:3][C:2]=1[CH2:7][CH2:30][C:29](=[O:31])[C@@H:28]1[C@:32]2([CH3:41])[C@H:25]([C@H:24]3[C@H:35]([C:34](=[O:40])[CH2:33]2)[C@:36]2([CH3:39])[C@H:21]([CH2:20][C@H:19]([O:18][CH:13]4[CH2:14][CH2:15][CH2:16][CH2:17][O:12]4)[CH2:38][CH2:37]2)[CH2:22][CH2:23]3)[CH2:26][CH2:27]1 |f:2.3|. Procedure details: Ethyl picolinate (1.0 ml.) was added to a mixture of 3α-(tetrahydropyran-2ξ-yloxy)-5α-pregnane-11,20-dione (840 mg) and sodium hydride (130 mg.) in dry dimethyl sulphoxide (15 ml.). The mixture was stirred, under N2, for 1/2 hr., then treated with methanol and poured into 2N-hydrochloric acid. The precipitate was collected, washed and dried to give 21-picolinyl-3α-(tetrahydropyran-2ξ-yloxy)-5α-pregnane-11,20-dione (695 mg.). The reactants are C(C)OC(=O)N1CCN(CC1)C([C@H](CCC(=O)OC(C)(C)C)NC(=O)C1=NC(=NC(=C1)Cl)C1=CC=CC=C1)=O (4-{(S)-4-tert-butoxycarbonyl-2-[(6-chloro-2-phenyl-pyrimidine-4-carbonyl)-amino]-butyryl}-piperazine-1-carboxylic acid ethyl ester), C1(CC1)B(O)O (cyclopropylboronic acid). Product: C(C)OC(=O)N1CCN(CC1)C([C@H](CCC(=O)OC(C)(C)C)NC(=O)C1=NC(=NC(=C1)C1CC1)C1=CC=CC=C1)=O (4-{(S)-4-tert-butoxycarbonyl-2-[(6-cyclopropyl-2-phenyl-pyrimidine-4-carbonyl)-amino]-butyryl}-piperazine-1-carboxylic acid ethyl ester). RXN SMILES: [CH2:1]([O:3][C:4]([N:6]1[CH2:11][CH2:10][N:9]([C:12](=[O:39])[C@@H:13]([NH:23][C:24]([C:26]2[CH:31]=[C:30](Cl)[N:29]=[C:28]([C:33]3[CH:38]=[CH:37][CH:36]=[CH:35][CH:34]=3)[N:27]=2)=[O:25])[CH2:14][CH2:15][C:16]([O:18][C:19]([CH3:22])([CH3:21])[CH3:20])=[O:17])[CH2:8][CH2:7]1)=[O:5])[CH3:2].[CH:40]1(B(O)O)[CH2:42][CH2:41]1>>[CH2:1]([O:3][C:4]([N:6]1[CH2:11][CH2:10][N:9]([C:12](=[O:39])[C@@H:13]([NH:23][C:24]([C:26]2[CH:31]=[C:30]([CH:40]3[CH2:42][CH2:41]3)[N:29]=[C:28]([C:33]3[CH:38]=[CH:37][CH:36]=[CH:35][CH:34]=3)[N:27]=2)=[O:25])[CH2:14][CH2:15][C:16]([O:18][C:19]([CH3:22])([CH3:21])[CH3:20])=[O:17])[CH2:8][CH2:7]1)=[O:5])[CH3:2]. Reported procedure: This compound was prepared using a method analogous to that of Example 86, step 86.1, 4-{(S)-4-tert-butoxycarbonyl-2-[(6-chloro-2-phenyl-pyrimidine-4-carbonyl)-amino]-butyryl}-piperazine-1-carboxylic acid ethyl ester replacing 2-chloro-6-methyl-pyrimidine-4-carboxylic acid methyl ester and cyclopropylboronic acid replacing phenylboronic acid. The reactants are COc1cc(Oc2ccc3c(c2)c(C#N)cn3C)cc(OC)c1OC, C[Si](C)(C)I, ClCCl, O. Product: COc1cc(Oc2ccc3c(c2)c(C#N)cn3C)cc(OC)c1O. Reaction SMILES: [CH3:1][n:2]1[cH:3][c:4]([C:24]#[N:25])[c:5]2[cH:6][c:7]([O:11][c:12]3[cH:13][c:14]([O:22][CH3:23])[c:15]([O:20][CH3:21])[c:16]([O:18][CH3:19])[cH:17]3)[cH:8][cH:9][c:10]12.[CH3:26][Si:27]([I:28])([CH3:29])[CH3:30].[Cl:32][CH2:33][Cl:34].[OH2:31]>>[CH3:1][n:2]1[cH:3][c:4]([C:24]#[N:25])[c:5]2[cH:6][c:7]([O:11][c:12]3[cH:13][c:14]([O:22][CH3:23])[c:15]([OH:20])[c:16]([O:18][CH3:19])[cH:17]3)[cH:8][cH:9][c:10]12. The product is O=S1(CCN(CC2=C1C=CC=C2)\C(\C)=N\C2=C(C#N)C=C(C=C2)C)=O (2-{[(1E)-1-(1,1-Dioxido-2,3-dihydro-1,4-benzothiazepin-4(5H)-yl)ethylidene]amino}-5-methylbenzonitrile). Procedure: To a stirred solution of 1-(1,1-dioxido-2,3-dihydro-1,4-benzothiazepin-4(5H)-yl)ethanone (6.0 g, 25.0 mmol) in dry dichloromethane (100 mL) was added phosphorus oxychloride (2.5 mL, 27.3 mmol) at 10° C. After being stirred for 20 minutes at room temperature, a solution of 2-amino-5-methylbenzonitrile (3.3 g, 25.0 mmol) in dry dichloromethane (40 mL) was added and the resulting suspension was heated under reflux for 24 hours. After being cooled to room temperature, the reaction mixture was dilute... Run at time 20 minute. Yield: 17.0%. Starting materials: O=S1(CCN(CC2=C1C=CC=C2)C(C)=O)=O (1-(1,1-dioxido-2,3-dihydro-1,4-benzothiazepin-4(5H)-yl)ethanone), P(=O)(Cl)(Cl)Cl (phosphorus oxychloride), C([O-])(O)=O.[Na+] (sodium bicarbonate), NC1=C(C#N)C=C(C=C1)C (2-amino-5-methylbenzonitrile). Solvent: ClCCl (dichloromethane), O (water), ClCCl (dichloromethane). Reaction SMILES: [O:1]=[S:2]1(=[O:16])[C:8]2[CH:9]=[CH:10][CH:11]=[CH:12][C:7]=2[CH2:6][N:5]([C:13](=O)[CH3:14])[CH2:4][CH2:3]1.P(Cl)(Cl)(Cl)=O.[NH2:22][C:23]1[CH:30]=[CH:29][C:28]([CH3:31])=[CH:27][C:24]=1[C:25]#[N:26].C(=O)(O)[O-].[Na+]>ClCCl.O>[O:1]=[S:2]1(=[O:16])[C:8]2[CH:9]=[CH:10][CH:11]=[CH:12][C:7]=2[CH2:6][N:5](/[C:13](=[N:22]/[C:23]2[CH:30]=[CH:29][C:28]([CH3:31])=[CH:27][C:24]=2[C:25]#[N:26])/[CH3:14])[CH2:4][CH2:3]1 |f:3.4|.